From a dataset of the Open Reaction Database (ORD), a public repository of structured organic reaction records. describe an organic reaction: reactants, conditions, products, and yield Reactants: [Br-], C1CCOC1, [Zn+]Cc1ccccc1, N#Cc1cc(I)ccc1N. Product: N#Cc1cc(Cc2ccccc2)ccc1N. As a reaction SMILES: [Br-:1].[CH2:20]1[O:21][CH2:22][CH2:23][CH2:24]1.[CH2:2]([c:3]1[cH:4][cH:5][cH:6][cH:7][cH:8]1)[Zn+:9].[NH2:10][c:11]1[c:12]([C:13]#[N:14])[cH:15][c:16]([I:19])[cH:17][cH:18]1>>[CH2:2]([c:3]1[cH:4][cH:5][cH:6][cH:7][cH:8]1)[c:16]1[cH:15][c:12]([C:13]#[N:14])[c:11]([NH2:10])[cH:18][cH:17]1. Starting materials: [OH-].[Na+] (sodium hydroxide), NC1=C(C=CC=C1C(C1=CC=CC=C1)=O)CC(=O)N (2-amino-3-benzoyl-phenylacetamide), C=O (formalin), C(#N)[BH3-].[Na+] (sodium cyanoborohydride). Run in C(C)#N (acetonitrile), C(C)(=O)O (acetic acid). Product: C(C1=CC=CC=C1)(=O)C=1C(=C(C=CC1)CC(=O)N)N(C)C (3-Benzoyl-2-(N,N-dimethylamino)-phenylacetamide). Reaction SMILES: N[C:2]1[C:7]([C:8](=[O:15])[C:9]2[CH:14]=[CH:13][CH:12]=[CH:11][CH:10]=2)=[CH:6][CH:5]=[CH:4][C:3]=1[CH2:16][C:17]([NH2:19])=[O:18].[CH2:20]=O.[C:22]([BH3-])#[N:23].[Na+].[OH-].[Na+]>C(#N)C.C(O)(=O)C>[C:8]([C:7]1[C:2]([N:23]([CH3:22])[CH3:20])=[C:3]([CH2:16][C:17]([NH2:19])=[O:18])[CH:4]=[CH:5][CH:6]=1)(=[O:15])[C:9]1[CH:14]=[CH:13][CH:12]=[CH:11][CH:10]=1 |f:2.3,4.5|. Reported procedure: A solution of 12.7 g (0.05 mol) of 2-amino-3-benzoyl-phenylacetamide in 150 ml of acetonitrile is treated four times with 16 ml (0.2 mole) of 37% formalin, 6.4 g (0.1 mole) of sodium cyanoborohydride and 2 ml of glacial acetic acid with a 15 minute stirring period between each treatment. The mixture is finally poured into dilute sodium hydroxide and extracted three times with diethylether. The ether extracts are combined, dried over magnesium sulfate and concentrated. The product is isolated by ... Reactants: CC1(C)NN(C2C3CC4CC(C3)CC2C4)C1=O, O=S(=O)(Cl)Cl, c1ccccc1. Yields the product CC1(C)C(=O)N(C2C3CC4CC(C3)CC2C4)N1S(=O)(=O)c1ccccc1. As a reaction SMILES: [CH:1]12[CH:2]([N:11]3[NH:12][C:13]([CH3:16])([CH3:17])[C:14]3=[O:15])[CH:3]3[CH2:4][CH:5]([CH2:6][CH:7]([CH2:8]1)[CH2:9]3)[CH2:10]2.[S:18](=[O:19])(=[O:20])([Cl:21])[Cl:22].[cH:23]1[cH:24][cH:25][cH:26][cH:27][cH:28]1>>[CH:1]12[CH:2]([N:11]3[N:12]([S:18](=[O:19])(=[O:20])[c:23]4[cH:24][cH:25][cH:26][cH:27][cH:28]4)[C:13]([CH3:16])([CH3:17])[C:14]3=[O:15])[CH:3]3[CH2:4][CH:5]([CH2:6][CH:7]([CH2:8]1)[CH2:9]3)[CH2:10]2. The reactants are C1CCOC1, Cc1cc(Br)cc2c1CC1CCN(Cc3ccccc3)CC21, CCOC(=O)Cl. The product is CCOC(=O)N1CCC2Cc3c(C)cc(Br)cc3C2C1. RXN SMILES: [CH2:29]1[O:30][CH2:31][CH2:32][CH2:33]1.[CH2:7]([c:8]1[cH:9][cH:10][cH:11][cH:12][cH:13]1)[N:14]1[CH2:15][CH2:16][CH:17]2[CH2:18][c:19]3[c:20]([CH3:28])[cH:21][c:22]([Br:27])[cH:23][c:24]3[CH:25]2[CH2:26]1.[Cl:1][C:2](=[O:3])[O:4][CH2:5][CH3:6]>>[C:2](=[O:3])([O:4][CH2:5][CH3:6])[N:14]1[CH2:15][CH2:16][CH:17]2[CH2:18][c:19]3[c:20]([CH3:28])[cH:21][c:22]([Br:27])[cH:23][c:24]3[CH:25]2[CH2:26]1. The reactants are FC(C(=O)N1C(O[C@@H]([C@H]1CF)C1=CC=C(C=C1)B1OC(C(O1)(C)C)(C)C)(C)C)F (2,2-difluoro-1-((4S,5R)-4-(fluoromethyl)-2,2-dimethyl-5-(4-(4,4,5,5-tetramethyl-1,3,2-dioxaborolan-2-yl)phenyl)oxazolidin-3-yl)ethanone), BrC=1C=CC(=NC1)CS(=O)(=O)C (5-bromo-2-(methylsulfonylmethyl)pyridine), C([O-])(O)=O.[Na+] (sodium bicarbonate), solution, (1,1′-bis[diphenylphosphino]ferrocene)dichloropalladium (II). Solvent: C1(=CC=CC=C1)C.C(C)(C)O (toluene isopropyl alcohol). Run at temperature 120 celsius. The product is FC(C(=O)N1C(O[C@@H]([C@H]1CF)C1=CC=C(C=C1)C=1C=NC(=CC1)CS(=O)(=O)C)(C)C)F (2,2-difluoro-1-((4S,5R)-4-(fluoromethyl)-2,2-dimethyl-5-(4-(6-(methylsulfonylmethyl)pyridin-3-yl)phenyl)oxazolidin-3-yl)ethanone). The yield is 123.2%. RXN SMILES: [F:1][CH:2]([F:29])[C:3]([N:5]1[C@H:9]([CH2:10][F:11])[C@@H:8]([C:12]2[CH:17]=[CH:16][C:15](B3OC(C)(C)C(C)(C)O3)=[CH:14][CH:13]=2)[O:7][C:6]1([CH3:28])[CH3:27])=[O:4].Br[C:31]1[CH:32]=[CH:33][C:34]([CH2:37][S:38]([CH3:41])(=[O:40])=[O:39])=[N:35][CH:36]=1.C(=O)(O)[O-].[Na+]>C1(C)C=CC=CC=1.C(O)(C)C>[F:1][CH:2]([F:29])[C:3]([N:5]1[C@H:9]([CH2:10][F:11])[C@@H:8]([C:12]2[CH:13]=[CH:14][C:15]([C:31]3[CH:36]=[N:35][C:34]([CH2:37][S:38]([CH3:41])(=[O:39])=[O:40])=[CH:33][CH:32]=3)=[CH:16][CH:17]=2)[O:7][C:6]1([CH3:28])[CH3:27])=[O:4] |f:2.3,4.5|. Procedure: 2,2-difluoro-1-((4S,5R)-4-(fluoromethyl)-2,2-dimethyl-5-(4-(4,4,5,5-tetramethyl-1,3,2-dioxaborolan-2-yl)phenyl)oxazolidin-3-yl)ethanone (100 mg, 0.24 mmol) in 1:1 toluene/isopropyl alcohol (4 mL) is treated with commercially available 5-bromo-2-(methylsulfonylmethyl)pyridine (60 mg, 0.24 mmol), sodium bicarbonate (1 mL of a 2M solution), and (1,1′-bis[diphenylphosphino]ferrocene)dichloropalladium (II) (10 mg, 0.012 mmol) then heated at 120° C. in a microwave for 30 minutes. The mixture is concen... Reactants: COC(=O)C1CCCC=2C=C(C=NC12)C (methyl-3-methyl-5,6,7,8-tetrahydroquinoline-8-carboxylate), C(=O)N (formamide), C[O-].[Na+] (sodium methoxide), CCCCCC (n-hexane). Run in Cl (HCl). Conditions: time 1 hour. The product is CC=1C=NC=2C(CCCC2C1)C(=O)N (3-Methyl-5,6,7,8-tetrahydroquinoline-8-carboxamide). Reaction SMILES: C[O:2][C:3]([CH:5]1[C:14]2[N:13]=[CH:12][C:11]([CH3:15])=[CH:10][C:9]=2[CH2:8][CH2:7][CH2:6]1)=O.C([NH2:18])=O.C[O-].[Na+].CCCCCC>Cl>[CH3:15][C:11]1[CH:12]=[N:13][C:14]2[CH:5]([C:3]([NH2:18])=[O:2])[CH2:6][CH2:7][CH2:8][C:9]=2[CH:10]=1 |f:2.3|. Procedure: A mixture of methyl-3-methyl-5,6,7,8-tetrahydroquinoline-8-carboxylate (25 g., 0.13 m), formamide (11.6, 0.26 m) and sodium methoxide (from 2.99 g., 0.13m sodium) was heated with stirring in an oil bath at 120° for 1 hour. The reaction mixture was further heated at 100° for 3 hours under reduced pressure (15 mm Hg). The cooled reaction mixture was diluted with 2N HCl to give an acidic solution which was extracted with ethylacetate (2 × 50 ml.) and the combined extracts discarded. The aqueous sol... The reactants are O=C([O-])[O-], CS(C)=O, CC(C)(C)OC(=O)c1ccc(F)cc1, [K+], [K+], OC1CCNC1, O. Yields the product CC(C)(C)OC(=O)c1ccc(N2CCC(O)C2)cc1. RXN SMILES: [C:21](=[O:22])([O-:23])[O-:24].[CH3:28][S:29]([CH3:30])=[O:31].[F:1][c:2]1[cH:3][cH:4][c:5]([C:6](=[O:7])[O:8][C:9]([CH3:10])([CH3:11])[CH3:12])[cH:13][cH:14]1.[K+:25].[K+:26].[NH:15]1[CH2:16][CH:17]([OH:20])[CH2:18][CH2:19]1.[OH2:27]>>[c:2]1([N:15]2[CH2:16][CH:17]([OH:20])[CH2:18][CH2:19]2)[cH:3][cH:4][c:5]([C:6](=[O:7])[O:8][C:9]([CH3:10])([CH3:11])[CH3:12])[cH:13][cH:14]1.